This data is from the Open Reaction Database (ORD), a public repository of structured organic reaction records. The task is: describe an organic reaction: reactants, conditions, products, and yield The reactants are Nc1ccc(Oc2ncc(Br)cn2)c(Cl)c1, CCOC(C)=O, O=C(Cl)Cl. The product is O=C=Nc1ccc(Oc2ncc(Br)cn2)c(Cl)c1. RXN SMILES: [Br:5][c:6]1[cH:7][n:8][c:9]([O:12][c:13]2[c:14]([Cl:20])[cH:15][c:16]([NH2:17])[cH:18][cH:19]2)[n:10][cH:11]1.[CH3:21][CH2:22][O:23][C:24](=[O:25])[CH3:26].[Cl:1][C:2]([Cl:3])=[O:4]>>[C:2](=[O:4])=[N:17][c:16]1[cH:15][c:14]([Cl:20])[c:13]([O:12][c:9]2[n:8][cH:7][c:6]([Br:5])[cH:11][n:10]2)[cH:19][cH:18]1. The reactants are ClC1=C2C=C(C(=NC2=CC=N1)C1=CC=C(CNC(OC(C)(C)C)=O)C=C1)C1=CC=CC=C1 (tert-butyl 4-(5-chloro-3-phenyl-1,6-naphthyridin-2-yl)benzylcarbamate), NN (hydrazine). Run in O1CCOCC1 (1,4-dioxane). Reaction conditions: temperature 100 celsius. Yields the product N(N)C1=C2C=C(C(=NC2=CC=N1)C1=CC=C(CNC(OC(C)(C)C)=O)C=C1)C1=CC=CC=C1 (tert-butyl 4-(5-hydrazino-3-phenyl-1,6-naphthyridin-2-yl)benzylcarbamate). As a reaction SMILES: Cl[C:2]1[N:11]=[CH:10][CH:9]=[C:8]2[C:3]=1[CH:4]=[C:5]([C:27]1[CH:32]=[CH:31][CH:30]=[CH:29][CH:28]=1)[C:6]([C:12]1[CH:26]=[CH:25][C:15]([CH2:16][NH:17][C:18](=[O:24])[O:19][C:20]([CH3:23])([CH3:22])[CH3:21])=[CH:14][CH:13]=1)=[N:7]2.[NH2:33][NH2:34]>O1CCOCC1>[NH:33]([C:2]1[N:11]=[CH:10][CH:9]=[C:8]2[C:3]=1[CH:4]=[C:5]([C:27]1[CH:32]=[CH:31][CH:30]=[CH:29][CH:28]=1)[C:6]([C:12]1[CH:26]=[CH:25][C:15]([CH2:16][NH:17][C:18](=[O:24])[O:19][C:20]([CH3:23])([CH3:22])[CH3:21])=[CH:14][CH:13]=1)=[N:7]2)[NH2:34]. Procedure details: To a stirred solution of 16-1 (6.8 g, 15.2 mMol) in anhydrous 1,4-dioxane (20 mL) was added hydrazine (10.8 mL, 343 mMol). The solution was heated to 100° C. in a microwave reactor for 5 minutes. The solvent was removed in vacuo and the crude residue was taken up in ethyl acetate and washed with aqueous NaHCO3 solution followed by brine. The organic layer was dried with MgSO4, filtered and concentrated in vacuo to yield 16-2 as an orange solid. LC/MS (M+1) calculated: 442.5; observed: 442.2 The reactants are C(C1=CC=CC=C1)(C1=CC=CC=C1)(C1=CC=CC=C1)Cl (trityl chloride), NCC(=O)O (glycine). Yields the product C(C1=CC=CC=C1)(C1=CC=CC=C1)(C1=CC=CC=C1)NCC(=O)O (N-tritylglycine). Yield: 90.0%. RXN SMILES: [C:1](Cl)([C:14]1[CH:19]=[CH:18][CH:17]=[CH:16][CH:15]=1)([C:8]1[CH:13]=[CH:12][CH:11]=[CH:10][CH:9]=1)[C:2]1[CH:7]=[CH:6][CH:5]=[CH:4][CH:3]=1.[NH2:21][CH2:22][C:23]([OH:25])=[O:24]>>[C:1]([NH:21][CH2:22][C:23]([OH:25])=[O:24])([C:14]1[CH:19]=[CH:18][CH:17]=[CH:16][CH:15]=1)([C:8]1[CH:13]=[CH:12][CH:11]=[CH:10][CH:9]=1)[C:2]1[CH:7]=[CH:6][CH:5]=[CH:4][CH:3]=1. Procedure: N-tritylglycine was prepared in 90% yield from trityl chloride and glycine according to the procedure of Zervas et al., J. Am. Chem. Soc. 78:1359 (1956). Reactants: CN(C(=O)c1ccc(Cl)cc1)C1CNCC1c1ccc(Cl)c(Cl)c1, Cl, O=C(O)C1CCN(C(=O)CO)CC1. Product: CN(C(=O)c1ccc(Cl)cc1)C1CN(C(=O)C2CCN(C(=O)CO)CC2)CC1c1ccc(Cl)c(Cl)c1. RXN SMILES: [Cl:2][c:3]1[cH:4][cH:5][c:6]([C:7](=[O:8])[N:9]([CH3:10])[CH:11]2[CH2:12][NH:13][CH2:14][CH:15]2[c:16]2[cH:17][c:18]([Cl:23])[c:19]([Cl:22])[cH:20][cH:21]2)[cH:24][cH:25]1.[ClH:1].[OH:26][CH2:27][C:28](=[O:29])[N:30]1[CH2:31][CH2:32][CH:33]([C:36](=[O:37])[OH:38])[CH2:34][CH2:35]1>>[Cl:2][c:3]1[cH:4][cH:5][c:6]([C:7](=[O:8])[N:9]([CH3:10])[CH:11]2[CH2:12][N:13]([C:36]([CH:33]3[CH2:32][CH2:31][N:30]([C:28]([CH2:27][OH:26])=[O:29])[CH2:35][CH2:34]3)=[O:37])[CH2:14][CH:15]2[c:16]2[cH:17][c:18]([Cl:23])[c:19]([Cl:22])[cH:20][cH:21]2)[cH:24][cH:25]1. Reactants: BrC1=CC2=C(NC(O2)=O)C=C1 (6-bromo-3H-benzooxazol-2-one), C(CCC)[Li] (n-butyllithium), O1CCCC1 (tetrahydrofuran), C(C)(CC)[Li] (sec-butyllithium). Solvent: CN(C=O)C (dimethylformamide). Conditions: temperature -78 celsius, time 10 minute. Product: O=C1OC2=C(N1)C=CC(=C2)C=O (2-Oxo-2,3-dihydro-benzooxazole-6-carbaldehyde). RXN SMILES: Br[C:2]1[CH:11]=[CH:10][C:5]2[NH:6][C:7](=[O:9])[O:8][C:4]=2[CH:3]=1.C([Li])CCC.C([Li])(CC)C.[O:22]1CCC[CH2:23]1>CN(C)C=O>[O:9]=[C:7]1[NH:6][C:5]2[CH:10]=[CH:11][C:2]([CH:23]=[O:22])=[CH:3][C:4]=2[O:8]1. Reported procedure: A solution of 6-bromo-3H-benzooxazol-2-one (0.9236 g, 4.31 micromoles) in anhydrous tetrahydrofuran (25 mL) and dimethylformamide (3 mL) under nitrogen was cooled to −78° C. before addition of n-butyllithium (2.5M in hexane) (3.8 mL, 2.2 equiv). After stirring for 10 min at −78° C., 24 mL of sec-butyllithium (1.4 M in cyclohexane, 8 equiv) was added. The reaction was stirred while slowly warming to −40° C. When this temperature was reached, the reaction was quenched by addition of methanol. The ... The reactants are COc1csc(-c2cc(=O)n(C)c(=O)n2C)c1C, O, S=P12SP3(=S)SP(=S)(S1)SP(=S)(S2)S3, c1ccncc1. Product: COc1csc(-c2cc(=S)n(C)c(=O)n2C)c1C. RXN SMILES: [CH3:1][n:2]1[c:3](=[O:18])[n:4]([CH3:17])[c:5](=[O:16])[cH:6][c:7]1-[c:8]1[s:9][cH:10][c:11]([O:14][CH3:15])[c:12]1[CH3:13].[OH2:33].[P:19]12(=[S:20])[S:21][P:22]3(=[S:32])[S:23][P:24](=[S:30])([S:25][P:26](=[S:29])([S:27]3)[S:28]1)[S:31]2.[cH:34]1[cH:35][cH:36][n:37][cH:38][cH:39]1>>[CH3:1][n:2]1[c:3](=[O:18])[n:4]([CH3:17])[c:5](=[S:20])[cH:6][c:7]1-[c:8]1[s:9][cH:10][c:11]([O:14][CH3:15])[c:12]1[CH3:13].